From a dataset of the Open Reaction Database (ORD), a public repository of structured organic reaction records. describe an organic reaction: reactants, conditions, products, and yield Reported procedure: Ethylamine (0.7 g) was added to a solution of N-(2-bromo-6-methoxy-3-pyridinyl)-2-chloro-N-methyl-3-pyridinecarboxamide (1.9 g) in xylene (5 ml), and the resulting mixture was sealed in a pressure bottle and heated at 150° C. for 4 hours. The solution was diluted with ethyl acetate, washed with water, dried (anhydrous magnesium sulfate), concentrated, and purified on a silica gel column (ethyl acetate/hexane, 1:4) to give 1.5 g of the title compound, suitable for use in the next reaction. Starting materials: C(C)N (Ethylamine), BrC1=NC(=CC=C1N(C(=O)C=1C(=NC=CC1)Cl)C)OC (N-(2-bromo-6-methoxy-3-pyridinyl)-2-chloro-N-methyl-3-pyridinecarboxamide). Product: BrC1=NC(=CC=C1N(C(=O)C=1C(=NC=CC1)NCC)C)OC (N-(2-Bromo-6-methoxy-3-pyridinyl)-2-ethylamino-N-methyl-3-pyridinecarboxamide). RXN SMILES: [CH2:1]([NH2:3])[CH3:2].[Br:4][C:5]1[C:10]([N:11]([CH3:21])[C:12]([C:14]2[C:15](Cl)=[N:16][CH:17]=[CH:18][CH:19]=2)=[O:13])=[CH:9][CH:8]=[C:7]([O:22][CH3:23])[N:6]=1>C1(C)C(C)=CC=CC=1.C(OCC)(=O)C>[Br:4][C:5]1[C:10]([N:11]([CH3:21])[C:12]([C:14]2[C:15]([NH:3][CH2:1][CH3:2])=[N:16][CH:17]=[CH:18][CH:19]=2)=[O:13])=[CH:9][CH:8]=[C:7]([O:22][CH3:23])[N:6]=1. Solvent: C=1(C(=CC=CC1)C)C (xylene), C(C)(=O)OCC (ethyl acetate). Isolated yield 77.1%. Conditions: temperature 150 celsius. Reactants: Cl (hydrogen chloride), ClCCCCC(C(=O)NNC(=O)OC(C)(C)C)C1=CC(=C(C(=C1)F)F)F (tert-butyl N′-[6-chloro-2-(3,4,5-trifluorophenyl)hexanoyl]hydrazinecarboxylate). Run in C(C)(=O)OCC (ethyl acetate). Run at time 1 hour. The product is Cl.ClCCCCC(C(=O)NN)C1=CC(=C(C(=C1)F)F)F (6-chloro-2-(3,4,5-trifluorophenyl)hexanoic acid hydrazide hydrochloride). Reaction SMILES: Cl.[Cl:2][CH2:3][CH2:4][CH2:5][CH2:6][CH:7]([C:19]1[CH:24]=[C:23]([F:25])[C:22]([F:26])=[C:21]([F:27])[CH:20]=1)[C:8]([NH:10][NH:11]C(OC(C)(C)C)=O)=[O:9]>C(OCC)(=O)C>[ClH:2].[Cl:2][CH2:3][CH2:4][CH2:5][CH2:6][CH:7]([C:19]1[CH:20]=[C:21]([F:27])[C:22]([F:26])=[C:23]([F:25])[CH:24]=1)[C:8]([NH:10][NH2:11])=[O:9] |f:3.4|. Reported procedure: A solution of 4 N hydrogen chloride in ethyl acetate (30 mL) was added to tert-butyl N′-[6-chloro-2-(3,4,5-trifluorophenyl)hexanoyl]hydrazinecarboxylate synthesized according to the method described in Examples 112 and 113 (ESI-MS; m/z 417 [M++Na], 2.08 g). The reaction solution was stirred at room temperature for one hour and then concentrated under reduced pressure to obtain 6-chloro-2-(3,4,5-trifluorophenyl)hexanoic acid hydrazide hydrochloride (1.81 g). IPEA (1.5 mL), (E)-3-[3-methoxy-4-(4-m... Reactants: CCNCC, N#Cc1ccc(F)c(Cl)c1, O. Yields the product CCN(CC)c1ccc(C#N)cc1Cl. RXN SMILES: [CH2:11]([CH3:12])[NH:13][CH2:14][CH3:15].[Cl:1][c:2]1[cH:3][c:4]([C:5]#[N:6])[cH:7][cH:8][c:9]1[F:10].[OH2:16]>>[Cl:1][c:2]1[cH:3][c:4]([C:5]#[N:6])[cH:7][cH:8][c:9]1[N:13]([CH2:11][CH3:12])[CH2:14][CH3:15].